From a dataset of the Open Reaction Database (ORD), a public repository of structured organic reaction records. describe an organic reaction: reactants, conditions, products, and yield The reactants are CCC1c2ncccc2C(=O)N(C)c2ccc(OS(=O)(=O)C(F)(F)F)nc21, CCCC[Sn](CCCC)(CCCC)c1cn[nH]c1, CN(C)C=O, CCOC(C)=O, [Cl-], [Li+]. Product: CCC1c2ncccc2C(=O)N(C)c2ccc(-c3cn[nH]c3)nc21. Reaction SMILES: [CH2:1]([CH3:2])[CH:3]1[c:4]2[c:5]([cH:16][cH:17][c:18]([O:20][S:21]([C:22]([F:23])([F:24])[F:25])(=[O:26])=[O:27])[n:19]2)[N:6]([CH3:15])[C:7](=[O:14])[c:8]2[c:9]1[n:10][cH:11][cH:12][cH:13]2.[CH2:28]([Sn:29]([CH2:30][CH2:31][CH2:32][CH3:38])([c:33]1[cH:34][n:35][nH:36][cH:37]1)[CH2:39][CH2:40][CH2:41][CH3:42])[CH2:43][CH2:44][CH3:45].[CH3:48][N:49]([CH3:50])[CH:51]=[O:52].[CH3:53][CH2:54][O:55][C:56](=[O:57])[CH3:58].[Cl-:47].[Li+:46]>>[CH2:1]([CH3:2])[CH:3]1[c:4]2[c:5]([cH:16][cH:17][c:18](-[c:33]3[cH:34][n:35][nH:36][cH:37]3)[n:19]2)[N:6]([CH3:15])[C:7](=[O:14])[c:8]2[c:9]1[n:10][cH:11][cH:12][cH:13]2. Reactants: [Li]CCCC (n-BuLi), FC(C1=CC=C(C(=O)Cl)C=C1)(F)F (4-trifluoromethylbenzoyl chloride). Solvent: CCOCC (ether), CCOCC (ether). Run at temperature -78 celsius, time 45 minute. The product is FC(C1=CC=C(C=C1)C(CCCC)=O)(F)F (1-(4-Trifluoromethyl-phenyl)-pentan-1-one). Isolated yield 99.5%. RXN SMILES: [Li][CH2:2][CH2:3][CH2:4][CH3:5].[F:6][C:7]([F:18])([F:17])[C:8]1[CH:16]=[CH:15][C:11]([C:12](Cl)=[O:13])=[CH:10][CH:9]=1>CCOCC>[F:6][C:7]([F:18])([F:17])[C:8]1[CH:16]=[CH:15][C:11]([C:12](=[O:13])[CH2:2][CH2:3][CH2:4][CH3:5])=[CH:10][CH:9]=1. Procedure: To a suspension of copper bromide-dimethylsulfide complex (11.0 g, 53.5 mmol) in 200 mL ether at −78° C. was added 65 mL of n-BuLi (1.6M, 104.0 mmol) dropwise. The mixture was stirred at −78° C. for 45 min, warmed to −40° C. for 10 min and then re-cooled to −78° C. A solution of 4-trifluoromethylbenzoyl chloride (10.0 g, 48.0 mmol) in 50 mL ether was added dropwise at −78° C. After addition was complete, the reaction was stirred at −78° C. for 30 min, quenched with saturated (sat.) ammonium chlo...